From a dataset of the Open Reaction Database (ORD), a public repository of structured organic reaction records. describe an organic reaction: reactants, conditions, products, and yield The reactants are C(C1=CC=CC=C1)OC(=O)COC1=C(CC2=C(OC(C(=O)O)C)C=CC(=C2)Cl)C=C(C=C1)Cl (2-[2-(2-benzyloxycarbonylmethoxy-5-chloro-benzyl)-4-chloro-phenoxy]-propionic acid), COC(COC1=C(C=C(C=C1)Cl)CC1=C(C=CC=C1)O)=O ([4-chloro-2-(2-hydroxy-benzyl)-phenoxy]-acetic acid methyl ester). Product: ClC=1C=CC(=C(CC2=C(OC(C(=O)O)C)C=CC=C2)C1)OCC(=O)OC ((2-(5-chloro-2-methoxycarbonylmethoxy-benzyl)-phenoxy]-propionic acid). As a reaction SMILES: [CH2:1]([O:8][C:9]([CH2:11][O:12][C:13]1[CH:32]=[CH:31][C:30]([Cl:33])=[CH:29][C:14]=1[CH2:15][C:16]1[CH:27]=[C:26](Cl)[CH:25]=[CH:24][C:17]=1[O:18][CH:19]([CH3:23])[C:20]([OH:22])=[O:21])=[O:10])C1C=CC=CC=1.COC(=O)COC1C=CC(Cl)=CC=1CC1C=CC=CC=1O>>[Cl:33][C:30]1[CH:31]=[CH:32][C:13]([O:12][CH2:11][C:9]([O:8][CH3:1])=[O:10])=[C:14]([CH:29]=1)[CH2:15][C:16]1[CH:27]=[CH:26][CH:25]=[CH:24][C:17]=1[O:18][CH:19]([CH3:23])[C:20]([OH:22])=[O:21]. Procedure details: The titled compound is prepared analogously to 2-[2-(2-benzyloxycarbonylmethoxy-5-chloro-benzyl)-4-chloro-phenoxy]-propionic acid by replacing [4-chloro-2-(5-chloro-2-hydroxy-benzyl)-phenoxy]-acetic acid benzyl ester with [4-chloro-2-(2-hydroxy-benzyl)-phenoxy]-acetic acid methyl ester. Reactants: CCOC(=O)C1=Cc2ccc(OC)c(I)c2OC1C(F)(F)F, [Li+], C1CCOC1, [OH-], O, O. The product is COc1ccc2c(c1I)OC(C(F)(F)F)C(C(=O)O)=C2. Reaction SMILES: [I:1][c:2]1[c:3]([O:21][CH3:22])[cH:4][cH:5][c:6]2[c:11]1[O:10][CH:9]([C:12]([F:13])([F:14])[F:15])[C:8]([C:16](=[O:17])[O:18][CH2:19][CH3:20])=[CH:7]2.[Li+:25].[O:26]1[CH2:27][CH2:28][CH2:29][CH2:30]1.[OH-:24].[OH2:23].[OH2:31]>>[I:1][c:2]1[c:3]([O:21][CH3:22])[cH:4][cH:5][c:6]2[c:11]1[O:10][CH:9]([C:12]([F:13])([F:14])[F:15])[C:8]([C:16](=[O:17])[OH:18])=[CH:7]2. The reactants are Cc1cc(Br)ccc1CO, O=C1CCC(=O)N1Br, ClCCl, c1ccc(P(c2ccccc2)c2ccccc2)cc1. Yields the product Cc1cc(Br)ccc1CBr. RXN SMILES: [Br:1][c:2]1[cH:3][c:4]([CH3:10])[c:5]([CH2:8][OH:9])[cH:6][cH:7]1.[Br:30][N:31]1[C:32](=[O:33])[CH2:34][CH2:35][C:36]1=[O:37].[Cl:38][CH2:39][Cl:40].[c:11]1([P:12]([c:13]2[cH:14][cH:15][cH:16][cH:17][cH:18]2)[c:19]2[cH:20][cH:21][cH:22][cH:23][cH:24]2)[cH:25][cH:26][cH:27][cH:28][cH:29]1>>[Br:1][c:2]1[cH:3][c:4]([CH3:10])[c:5]([CH2:8][Br:30])[cH:6][cH:7]1. Reactants: C(#C)C=1C2=C(C=NC1)N=CN2 (7-ethynyl-1H-imidazo[4,5-c]pyridine), IC=1C=C(C(=O)NC2=CC(=C(C=C2)CN2CCN(CC2)C)C(F)(F)F)C=CC1C (3-iodo-4-methyl-N-(4-((4-methylpiperazin-1-yl)methyl)-3-(trifluoromethyl)phenyl) benzamide). The product is N1C=NC=2C=NC=C(C21)CCC=2C=C(C(=O)NC1=CC(=C(C=C1)CN1CCN(CC1)C)C(F)(F)F)C=CC2C (3-(1H-imidazo[4,5-c]pyridin-7-ylethyl)-4-methyl-N-{4-[(4-methylpiperazin-1-yl)methyl]-3-(trifluoromethyl)phenyl}benzamide). As a reaction SMILES: [C:1]([C:3]1[C:4]2[NH:11][CH:10]=[N:9][C:5]=2[CH:6]=[N:7][CH:8]=1)#[CH:2].I[C:13]1[CH:14]=[C:15]([CH:37]=[CH:38][C:39]=1[CH3:40])[C:16]([NH:18][C:19]1[CH:24]=[CH:23][C:22]([CH2:25][N:26]2[CH2:31][CH2:30][N:29]([CH3:32])[CH2:28][CH2:27]2)=[C:21]([C:33]([F:36])([F:35])[F:34])[CH:20]=1)=[O:17]>>[NH:11]1[C:4]2[C:3]([CH2:1][CH2:2][C:38]3[CH:37]=[C:15]([CH:14]=[CH:13][C:39]=3[CH3:40])[C:16]([NH:18][C:19]3[CH:24]=[CH:23][C:22]([CH2:25][N:26]4[CH2:31][CH2:30][N:29]([CH3:32])[CH2:28][CH2:27]4)=[C:21]([C:33]([F:36])([F:35])[F:34])[CH:20]=3)=[O:17])=[CH:8][N:7]=[CH:6][C:5]=2[N:9]=[CH:10]1. Procedure details: The title compound can be synthesized from 7-ethynyl-1H-imidazo[4,5-c]pyridine and 3-iodo-4-methyl-N-(4-((4-methylpiperazin-1-yl)methyl)-3-(trifluoromethyl)phenyl) benzamide in a manner similar to that described for Example 1. 7-ethynyl-1H-imidazo[4,5-c]pyridine is prepared from 7-bromo-1H-Imidazo[4,5-c]pyridine and ethynyltrimethylsilane according to the 2 steps procedure described in Example 1. Reactants: C(=O)(O)C1=C(C(=CC=C1)C)OC1C(=O)OCC1 (α-[(2-Carboxy-6-methylphenyl)oxy]-γ-butyrolactone), [N+](=O)(O)[O-] (nitric acid), ice water. Yields the product C(=O)(O)C1=C(C(=CC(=C1)[N+](=O)[O-])C)OC1C(=O)OCC1 (α-[(2-carboxy-6-methyl-4-nitrophenyl)oxy]-γ-butyrolactone). Reaction SMILES: [C:1]([C:4]1[CH:9]=[CH:8][CH:7]=[C:6]([CH3:10])[C:5]=1[O:11][CH:12]1[CH2:17][CH2:16][O:15][C:13]1=[O:14])([OH:3])=[O:2].[N+:18]([O-])([OH:20])=[O:19]>>[C:1]([C:4]1[CH:9]=[C:8]([N+:18]([O-:20])=[O:19])[CH:7]=[C:6]([CH3:10])[C:5]=1[O:11][CH:12]1[CH2:17][CH2:16][O:15][C:13]1=[O:14])([OH:3])=[O:2]. Procedure: 24.4 g. of α-[(2-Carboxy-6-methylphenyl)oxy]-γ-butyrolactone was added to 120 ml. of fuming nitric acid at a temperature not higher than -40° C. The reaction solution was poured into ice water, and the precipitating crystals were collected by filtration, washed with water and dried. The crystals were recrystallized from methanol. By the above procedure there was obtained α-[(2-carboxy-6-methyl-4-nitrophenyl)oxy]-γ-butyrolactone as pale yellow prisms, m.p. 210° C.(decomp.). Yield 20.3 g.